This data is from the Open Reaction Database (ORD), a public repository of structured organic reaction records. The task is: describe an organic reaction: reactants, conditions, products, and yield The reactants are C(C)NC1=C(C=C(C=C1)OC)C1CC=2C=CC(=CC2CC1)OC(C(C)(C)C)=O (pivalic acid 6-(2-ethylamino-5-methoxyphenyl)-5,6,7,8-tetrahydronaphthalen-2-yl ester), Cl.N1(CCCCCC1)CCC1=CC=C(C(=O)O)C=C1 (4-(2-azepan-1-ylethyl)benzoic acid hydrochloride). Yields the product N1(CCCCCC1)CCC1=CC=C(CCCNC2=C(C=C(C=C2)OC)C2CC=3C=CC(=CC3CC2)O)C=C1 (6-{2-{[4-(2-Azepan-1-ylethyl)benzyl]ethylamino}-5-methoxyphenyl}-5,6,7,8-tetrahydronaphthalen-2-ol). Yield: 59.5%. Reaction SMILES: [CH2:1]([NH:3][C:4]1[CH:9]=[CH:8][C:7]([O:10][CH3:11])=[CH:6][C:5]=1[CH:12]1[CH2:21][CH2:20][C:19]2[CH:18]=[C:17]([O:22]C(=O)C(C)(C)C)[CH:16]=[CH:15][C:14]=2[CH2:13]1)[CH3:2].Cl.[N:30]1([CH2:37][CH2:38][C:39]2[CH:47]=[CH:46][C:42]([C:43](O)=O)=[CH:41][CH:40]=2)[CH2:36][CH2:35][CH2:34][CH2:33][CH2:32][CH2:31]1>>[N:30]1([CH2:37][CH2:38][C:39]2[CH:47]=[CH:46][C:42]([CH2:43][CH2:2][CH2:1][NH:3][C:4]3[CH:9]=[CH:8][C:7]([O:10][CH3:11])=[CH:6][C:5]=3[CH:12]3[CH2:21][CH2:20][C:19]4[CH:18]=[C:17]([OH:22])[CH:16]=[CH:15][C:14]=4[CH2:13]3)=[CH:41][CH:40]=2)[CH2:36][CH2:35][CH2:34][CH2:33][CH2:32][CH2:31]1 |f:1.2|. Procedure: Synthesized from pivalic acid 6-(2-ethylamino-5-methoxyphenyl)-5,6,7,8-tetrahydronaphthalen-2-yl ester (50 mg) and 4-(2-azepan-1-ylethyl)benzoic acid hydrochloride (100 mg) according to an analogous synthetic method to Example 152, the title compound (40 mg) was obtained. Starting materials: O1C=C(C=C1)N1C(C=C(C=C1)CNC(OC(C)(C)C)=O)=O (tert-Butyl (1-furan-3-yl-2-oxo-1,2-dihydro-pyridin-4-ylmethyl)-carbamate), Cl (hydrogen chloride). The solvent is O1CCOCC1 (dioxane). Product: hydrochloride salt, NCC1=CC(N(C=C1)C1=COC=C1)=O (4-aminomethyl-1-furan-3-yl-1H-pyridin-2-one). RXN SMILES: [O:1]1[CH:5]=[CH:4][C:3]([N:6]2[CH:11]=[CH:10][C:9]([CH2:12][NH:13]C(=O)OC(C)(C)C)=[CH:8][C:7]2=[O:21])=[CH:2]1.Cl>O1CCOCC1>[NH2:13][CH2:12][C:9]1[CH:10]=[CH:11][N:6]([C:3]2[CH:4]=[CH:5][O:1][CH:2]=2)[C:7](=[O:21])[CH:8]=1. Procedure details: tert-Butyl (1-furan-3-yl-2-oxo-1,2-dihydro-pyridin-4-ylmethyl)-carbamate (0.18 g, 0.62 mmol) is treated with 4N hydrogen chloride in dioxane in order to remove the Boc protecting group. The hydrochloride salt of 4-aminomethyl-1-furan-3-yl-1H-pyridin-2-one, obtained after concentration of the reaction mixture, is dissolved in N,N-dimethylformamide (4 mL) and is coupled to (4E)-6-iodo-4-(methoxymethylene)isoquinoline-1,3(2H,4H)-dione (0.20 g, 0.62 mmol) in the presence of triethylamine (400 μL). A... The reactants are 5b, (R,R)-(salen)Co(II), O (H2O), 1, C(C1CO1)O[Si](C)(C)C(C)(C)C ((+/−)-(tert-butyldimethylsilyl) glycidyl ether). Reagents/catalysts: CC(=O)O (AcOH). The solvent is C1CCOC1 (THF). Product: C([C@@H]1CO1)O[Si](C)(C)C(C)(C)C ((S)-(tert-Butyldimethylsilyl) Glycidyl Ether). Isolated yield 48.3%. RXN SMILES: [CH2:1]([O:5][Si:6]([C:9]([CH3:12])([CH3:11])[CH3:10])([CH3:8])[CH3:7])[CH:2]1[O:4][CH2:3]1.O>CC(O)=O.C1COCC1>[CH2:1]([O:5][Si:6]([C:9]([CH3:12])([CH3:11])[CH3:10])([CH3:7])[CH3:8])[C@H:2]1[O:4][CH2:3]1. Procedure details: Using the (R,R)-(salen)Co(II) precatalyst of 1 (91 mg, 0.15 mmol, 0.005equiv), (+/−)-(tert-butyldimethylsilyl) glycidyl ether (5.64 g, 30.0 mmol), AcOH (32 mL, 0.6 mmol, 0.02 equiv), 0.3 mL THF, and H2O (297 mL, 16.5 mmol, 0.55 equiv) and a procedure analogous to the one outlined for 5b, (S)-(tert-butyldimethylsilyl) glycidyl ether 5c (2.72 g, 14.5 mmol, 48%) was obtained as a clear oil by vacuum distillation of the reaction mixture (30° C., 0.5 Torr). The product was determined to be present in... Reactants: ClC1=C(C(=O)Cl)C=C(C(=C1Cl)Cl)F (2,3,4-trichloro-5-fluorobenzoyl chloride), F (hydrogen fluoride), Cl (HCl). The product is ClC1=C(C(=O)F)C=C(C(=C1Cl)Cl)F (2,3,4-Trichloro-5-fluoro-benzoyl fluoride). As a reaction SMILES: [Cl:1][C:2]1[C:10]([Cl:11])=[C:9]([Cl:12])[C:8]([F:13])=[CH:7][C:3]=1[C:4](Cl)=[O:5].[FH:14].Cl>>[Cl:1][C:2]1[C:10]([Cl:11])=[C:9]([Cl:12])[C:8]([F:13])=[CH:7][C:3]=1[C:4]([F:14])=[O:5]. Procedure: 480 g (1.83 mols) of 2,3,4-trichloro-5-fluorobenzoyl chloride are introduced, with 240 g (12 mols) of hydrogen fluoride, at -5° to 0° C. into a stirred autoclave fitted with a pressure-control valve, the apparatus is pressure-sealed and warmed to 70° C. in steps, corresponding to the evolution of HCl. The hydrogen chloride produced is continuously released at 4-5 bar. When the evolution of HCl is complete, the mixture is cooled, the excess pressure is released and the reaction mixture is fractio... Starting materials: FC(C=1C=C(C=C(C1)C(F)(F)F)[C@@H]1[C@@H](N(C(O1)=O)CC1=NC(=NC=C1Br)SC)C)(F)F ((4S,5R)-5-[3,5-bis(trifluoromethyl)phenyl]-3-{[5-bromo-2-(methylsulfanyl)pyrimidin-4-yl]methyl}-4-methyl-1,3-oxazolidin-2-one), FC(C=1C=C(C=C(C1)C(F)(F)F)[C@@H]1[C@@H](N(C(O1)=O)CC1=NC(=NC=C1Br)SC)C)(F)F ((4S,5R)-5-[3,5-bis(trifluoromethyl)phenyl]-3-{[5-bromo-2-(methylsulfanyl)pyrimidin-4-yl]methyl}-4-methyl-1,3-oxazolidin-2-one), COC1=C(C=C(C=C1)CCC(=O)OC)B1OC(C(O1)(C)C)(C)C (methyl 3-[4-methoxy-3-(4,4,5,5-tetramethyl-1,3,2-dioxaborolan-2-yl)phenyl]propanoate), COC1=C(C=C(C=C1)CCC(=O)OC)B1OC(C(O1)(C)C)(C)C (methyl 3-[4-methoxy-3-(4,4,5,5-tetramethyl-1,3,2-dioxaborolan-2-yl)phenyl]propanoate), 1,1bis(di-tert-butylphosphino)ferrocene palladium dichloride, C([O-])([O-])=O.[K+].[K+] (potassium carbonate). Run in C1CCOC1 (THF). The product is FC(C=1C=C(C=C(C1)C(F)(F)F)[C@@H]1[C@@H](N(C(O1)=O)CC1=NC(=NC=C1C=1C=C(C=CC1OC)CCC(=O)OC)SC)C)(F)F (Methyl 3-{3-[4-({(4S,5R)-5-[3,5-bis(trifluoromethyl)phenyl]-4-methyl-2-oxo-1,3-oxazolidin-3-yl}methyl)-2-(methylsulfanyl)pyrimidin-5-yl]-4-methoxyphenyl}propanoate). Reaction SMILES: [F:1][C:2]([F:31])([F:30])[C:3]1[CH:4]=[C:5]([C@H:13]2[O:17][C:16](=[O:18])[N:15]([CH2:19][C:20]3[C:25](Br)=[CH:24][N:23]=[C:22]([S:27][CH3:28])[N:21]=3)[C@H:14]2[CH3:29])[CH:6]=[C:7]([C:9]([F:12])([F:11])[F:10])[CH:8]=1.[CH3:32][O:33][C:34]1[CH:39]=[CH:38][C:37]([CH2:40][CH2:41][C:42]([O:44][CH3:45])=[O:43])=[CH:36][C:35]=1B1OC(C)(C)C(C)(C)O1.C(=O)([O-])[O-].[K+].[K+]>C1COCC1>[F:1][C:2]([F:31])([F:30])[C:3]1[CH:4]=[C:5]([C@H:13]2[O:17][C:16](=[O:18])[N:15]([CH2:19][C:20]3[C:25]([C:39]4[CH:38]=[C:37]([CH2:40][CH2:41][C:42]([O:44][CH3:45])=[O:43])[CH:36]=[CH:35][C:34]=4[O:33][CH3:32])=[CH:24][N:23]=[C:22]([S:27][CH3:28])[N:21]=3)[C@H:14]2[CH3:29])[CH:6]=[C:7]([C:9]([F:12])([F:11])[F:10])[CH:8]=1 |f:2.3.4|. Procedure: (4S,5R)-5-[3,5-bis(trifluoromethyl)phenyl]-3-{[5-bromo-2-(methylsulfanyl)pyrimidin-4-yl]methyl}-4-methyl-1,3-oxazolidin-2-one (INTERMEDIATE 45) (307 mg, 0.579 mmol), methyl 3-[4-methoxy-3-(4,4,5,5-tetramethyl-1,3,2-dioxaborolan-2-yl)phenyl]propanoate (INTERMEDIATE 2) (185 mg, 0.579 mmol), 1,1bis(di-tert-butylphosphino)ferrocene palladium dichloride (39.4 mg, 0.058 mmol), potassium carbonate (0.724 ml, 1.447 mmol) and THF (5 mL) were sealed in a uw vessel and subject to microwave irradiation at 1... Starting materials: C(C)(C)(C)OC(=O)N[C@H](C[C@@H]([C@H](CC1=CC=CC=C1)NC(=O)OCC1=CN=CS1)O)CC1=CC=CC=C1 ((2S,3S,5S)-5-(t-Butyloxycarbonylamino)-2-(N-((5-thiazolyl)methoxycarbonyl)amino)-1,6,-diphenyl-3-hydroxyhexane), Cl (HCl). Run in O1CCOCC1 (dioxane), O1CCOCC1 (dioxane), O1CCOCC1 (dioxane). Conditions: time 1 hour. Yields the product N[C@H](C[C@@H]([C@H](CC1=CC=CC=C1)NC(=O)OCC1=CN=CS1)O)CC1=CC=CC=C1 ((2S,3S,5S)-5-Amino-2-(N-((5-thiazolyl)methoxycarbonyl)amino)-1,6-diphenyl-3-hydroxyhexane). The yield is 99.5%. Reaction SMILES: C(OC([NH:8][C@@H:9]([CH2:31][C:32]1[CH:37]=[CH:36][CH:35]=[CH:34][CH:33]=1)[CH2:10][C@H:11]([OH:30])[C@@H:12]([NH:20][C:21]([O:23][CH2:24][C:25]1[S:29][CH:28]=[N:27][CH:26]=1)=[O:22])[CH2:13][C:14]1[CH:19]=[CH:18][CH:17]=[CH:16][CH:15]=1)=O)(C)(C)C.Cl>O1CCOCC1>[NH2:8][C@@H:9]([CH2:31][C:32]1[CH:33]=[CH:34][CH:35]=[CH:36][CH:37]=1)[CH2:10][C@H:11]([OH:30])[C@@H:12]([NH:20][C:21]([O:23][CH2:24][C:25]1[S:29][CH:28]=[N:27][CH:26]=1)=[O:22])[CH2:13][C:14]1[CH:19]=[CH:18][CH:17]=[CH:16][CH:15]=1. Reported procedure: The product of Example 69A (6.43 g, 12.23 mmoles) was dissolved in 25 mL dioxane at room temperature under nitrogen atmosphere. To this stirred solution was added 20.25 mL of 4N HCl in dioxane, and after approximately 10 min thick precipitate formed. An additional 10 mL of dioxane was added to loosen up the slurry. This mixture was stirred for 1 h and then filtered. The filter cake of the product bis-HCl salt was washed with 20 mL dioxane, air dried, and then dissolved in 175 mL water. To this s... Starting materials: C(C)(C)(C)OC(=O)N1CC(C1)O (3-hydroxyazetidine-1-carboxylic acid tert-butyl ester), [H-].[Na+] (NaH), C(C=C)(=O)OC (methyl acrylate). Reaction SMILES: [C:1]([O:5][C:6]([N:8]1[CH2:11][CH:10]([OH:12])[CH2:9]1)=[O:7])([CH3:4])([CH3:3])[CH3:2].[H-].[Na+].[C:15]([O:19]C)(=[O:18])[CH:16]=[CH2:17]>CCOCC>[C:1]([O:5][C:6]([N:8]1[CH2:11][CH:10]([O:12][CH2:17][CH2:16][C:15]([OH:19])=[O:18])[CH2:9]1)=[O:7])([CH3:4])([CH3:2])[CH3:3] |f:1.2|. Conditions: time 15 minute. Run in CCOCC (Et2O). Procedure details: A mixture of 3-hydroxyazetidine-1-carboxylic acid tert-butyl ester (350 mg, 2.0 mmol) and NaH (6 mg of a 60% dispersion in mineral oil, 0.15 mmol) was warmed until effervescence had ceased. The mixture was stirred at ambient temperature for 15 min, then methyl acrylate (940 μL, 10.5 mmol) was added. After 3 h, the reaction was diluted with Et2O (50 mL), before being washed with H2O (10 mL) and brine (10 mL) then dried (MgSO4). The Et2O solution was filtered and evaporated, then EtOAc (15 mL) was... Yields the product C(C)(C)(C)OC(=O)N1CC(C1)OCCC(=O)O (3-(2-Carboxyethoxy)azetidine-1-carboxylic acid tert-butyl ester). The reactants are N(=O)[O-].[Na+] (sodium nitrite), [I-].[K+] (potassium iodide), ClC1=C(N)C(=CC=C1)SC (2-Chloro-6-methylthioaniline), S([O-])(O)=O.[Na+] (sodium bisulfite), 0C. Solvent: O (water), O (water), Cl (hydrochloric acid), ClCCl (dichloromethane). Product: ClC=1C(=C(C=CC1)SC)I (3-Chloro-2-iodo(methylthio)benzene). Isolated yield 54.5%. Reaction SMILES: [Cl:1][C:2]1[CH:8]=[CH:7][CH:6]=[C:5]([S:9][CH3:10])[C:3]=1N.N([O-])=O.[Na+].[I-:15].[K+].S(=O)(O)[O-].[Na+]>Cl.O.ClCCl>[Cl:1][C:2]1[C:3]([I:15])=[C:5]([S:9][CH3:10])[CH:6]=[CH:7][CH:8]=1 |f:1.2,3.4,5.6|. Procedure: 2-Chloro-6-methylthioaniline (15.0 g, 87 mmol) was dissolved in 200 mL of concentrated hydrochloric acid and the resulting solution was cooled to 0° C. to -10° C. with a dry ice/methanol bath. A solution of 8.9 g (130 mmol) of sodium nitrite in 30 mL of water was added dropwise with stirring and cooling to maintain the temperature below 0° C. The solution was then stirred for 20 min at 0C. A mixture of 22 g (130 mmol) of potassium iodide dissolved in 300 mL of water and 200 mL of dichloromethane...